From a dataset of the Open Reaction Database (ORD), a public repository of structured organic reaction records. describe an organic reaction: reactants, conditions, products, and yield The reactants are ClC=1C=CC=2N(N1)C(=NN2)C(C)C=2C(=C1C=CC=NC1=CC2F)F (6-[1-(6-chloro-[1,2,4]triazolo[4,3-b]pyridazin-3-yl)-ethyl]-5,7-difluoro-quinoline), C(CCC)[Sn](C(=C)OCC)(CCCC)CCCC (tributyl-(1-ethoxy-vinyl)-stannane). Reagents/catalysts: Cl[Pd]([P](C1=CC=CC=C1)(C2=CC=CC=C2)C3=CC=CC=C3)([P](C4=CC=CC=C4)(C5=CC=CC=C5)C6=CC=CC=C6)Cl (PdCl2(PPh3)2). Solvent: O1CCOCC1 (dioxane). Run at temperature 82.5 celsius, time 6 hour. Yields the product C(C)OC(=C)C=1C=CC=2N(N1)C(=NN2)C(C)C=2C(=C1C=CC=NC1=CC2F)F (6-{1-[6-(1-Ethoxy-vinyl)-[1,2,4]triazolo[4,3-b]pyridazin-3-yl]-ethyl}-5,7-difluoro-quinoline). RXN SMILES: Cl[C:2]1[CH:3]=[CH:4][C:5]2[N:6]([C:8]([CH:11]([C:13]3[C:14]([F:24])=[C:15]4[C:20](=[CH:21][C:22]=3[F:23])[N:19]=[CH:18][CH:17]=[CH:16]4)[CH3:12])=[N:9][N:10]=2)[N:7]=1.C([Sn](CCCC)(CCCC)[C:30]([O:32][CH2:33][CH3:34])=[CH2:31])CCC>O1CCOCC1.Cl[Pd](Cl)([P](C1C=CC=CC=1)(C1C=CC=CC=1)C1C=CC=CC=1)[P](C1C=CC=CC=1)(C1C=CC=CC=1)C1C=CC=CC=1>[CH2:33]([O:32][C:30]([C:2]1[CH:3]=[CH:4][C:5]2[N:6]([C:8]([CH:11]([C:13]3[C:14]([F:24])=[C:15]4[C:20](=[CH:21][C:22]=3[F:23])[N:19]=[CH:18][CH:17]=[CH:16]4)[CH3:12])=[N:9][N:10]=2)[N:7]=1)=[CH2:31])[CH3:34] |^1:51,70|. Reported procedure: A solution of 6-[1-(6-chloro-[1,2,4]triazolo[4,3-b]pyridazin-3-yl)-ethyl]-5,7-difluoro-quinoline (1.500 g, 4.34 mmol) in dioxane (60 mL) was purged with argon for 3 min, followed by addition of tributyl-(1-ethoxy-vinyl)-stannane (2.2 mL, 6.51 mmol) and PdCl2(PPh3)2 (150 mg, 0.21 mmol) sequentially. The mixture was purged with argon for another half min. The reaction mixture was stirred at 80-85° C. for 6 h under argon. LC/MS showed the reaction was complete. The reaction mixture was diluted with... Reactants: C(C)(C)N (isopropylamine), FC1=CC=C(C=C1)C(C(=O)OC)=C (methyl 2-(4-fluorophenyl)acrylate), FC1=CC=C(C=C1)C(C(=O)OC)=C (methyl 2-(4-fluorophenyl)acrylate), CS(=O)(=O)Cl (Methanesulfonyl chloride), TEA, FC1=CC=C(C=C1)C(C(=O)OC)CO (methyl 2-(4-fluorophenyl)-3-hydroxypropanoate). Run in CCOCC (Et2O), C1CCOC1 (THF), CCOC(=O)C (EtOAc), C1CCOC1 (THF). Run at time 2 day. The product is FC1=CC=C(C=C1)C(C(=O)OC)CNC(C)C (methyl 2-(4-fluorophenyl)-3-(isopropylamino)propanoate). Isolated yield 99.4%. As a reaction SMILES: CS(Cl)(=O)=O.[F:6][C:7]1[CH:12]=[CH:11][C:10]([CH:13]([CH2:18]O)[C:14]([O:16][CH3:17])=[O:15])=[CH:9][CH:8]=1.FC1C=CC(C(=C)C(OC)=O)=CC=1.[CH:33]([NH2:36])([CH3:35])[CH3:34]>C1COCC1.CCOCC.CCOC(C)=O>[F:6][C:7]1[CH:12]=[CH:11][C:10]([CH:13]([CH2:18][NH:36][CH:33]([CH3:35])[CH3:34])[C:14]([O:16][CH3:17])=[O:15])=[CH:9][CH:8]=1. Procedure details: Methanesulfonyl chloride (1.230 mL, 15.89 mmol) and TEA (4.642 mL, 33.30 mmol) was added to a stirred solution of methyl 2-(4-fluorophenyl)-3-hydroxypropanoate (3 g, 15.14 mmol) in THF (150 mL) at 0° C. under nitrogen. The reaction mixture was allowed to warm to room temperature and stirred at room temperature for 2 days. The resulting suspension was diluted with Et2O (200 mL), filtered and concentrated in vacuo to give a colorless oil containing the intermediate compound, methyl 2-(4-fluorophen... Starting materials: FCC(CC(CNC(=O)OC(C)(C)C)=C)NC(=O)OC(C)(C)C (1-Fluoro-2,5-di-t-butoxycarbonylamino-4-methylenepentane), O=[O+][O-] (ozone), CSC (dimethylsulfide). Run in CO (methanol), C(Cl)Cl (methylene chloride). Reaction conditions: temperature -78 celsius. The product is FCC(CC(CNC(=O)OC(C)(C)C)=O)NC(=O)OC(C)(C)C (1-Fluoro-2,5-di-t-butoxycarbonylamino-4-oxo-pentane). As a reaction SMILES: [F:1][CH2:2][CH:3]([NH:16][C:17]([O:19][C:20]([CH3:23])([CH3:22])[CH3:21])=[O:18])[CH2:4][C:5](=C)[CH2:6][NH:7][C:8]([O:10][C:11]([CH3:14])([CH3:13])[CH3:12])=[O:9].[O:24]=[O+][O-].CSC>CO.C(Cl)Cl>[F:1][CH2:2][CH:3]([NH:16][C:17]([O:19][C:20]([CH3:23])([CH3:22])[CH3:21])=[O:18])[CH2:4][C:5](=[O:24])[CH2:6][NH:7][C:8]([O:10][C:11]([CH3:14])([CH3:13])[CH3:12])=[O:9]. Procedure details: 1-Fluoro-2,5-di-t-butoxycarbonylamino-4-methylenepentane (800 mg, 2.4 mmoles) prepared as in Example 1, Step F, dissolved in a 1/1 mixture (30 mL) of methanol and methylene chloride is cooled to -78° C. and treated with ozone (flow rate 0.3 L/min) for 6 min and 15 sec. An excess of dimethylsulfide is added (about 2 mL) and then the reaction mixture is allowed to warm up to room temperature. After concentration, the residue is extracted twice with methylene chloride/water and work-up of the organ... As a reaction SMILES: [Cl:33][CH2:34][Cl:35].[F:26][C:27]([F:28])([F:29])[C:30]([OH:31])=[O:32].[O-:1][n+:2]1[c:3]([S:17](=[O:18])(=[O:19])[c:20]2[cH:21][cH:22][cH:23][cH:24][cH:25]2)[c:4]([O:7][CH2:8][CH2:9][C:10](=[O:11])[O:12][C:13]([CH3:14])([CH3:15])[CH3:16])[n:5][o:6]1>>[O-:1][n+:2]1[c:3]([S:17](=[O:18])(=[O:19])[c:20]2[cH:21][cH:22][cH:23][cH:24][cH:25]2)[c:4]([O:7][CH2:8][CH2:9][C:10](=[O:11])[OH:12])[n:5][o:6]1. Yields the product O=C(O)CCOc1no[n+]([O-])c1S(=O)(=O)c1ccccc1. Reactants: ClCCl, O=C(O)C(F)(F)F, CC(C)(C)OC(=O)CCOc1no[n+]([O-])c1S(=O)(=O)c1ccccc1. The reactants are COC([C@@H](NC([C@@H](NC(=O)OCC1=CC=CC=C1)CO)=O)CC1=CC=C(C=C1)O)=O (N-benzyloxycarbonyl-L-seryl-L-tyrosine methyl ester), palladium-on-barium sulfate, Cl (hydrogen chloride), [H][H] (hydrogen). Reported procedure: To a mixture consisting of 4.16 g. of N-benzyloxycarbonyl-L-seryl-L-tyrosine methyl ester [for the preparation of this compound see J. Am. Chem. Soc., 76, 5076 (1954)], 30 ml. of methanol, and 416 mg. of 5% palladium-on-barium sulfate is added 8.7 ml. of methanol containing 400 mg. of hydrogen chloride, and hydrogen is passed over the stirred mixture for 75 minutes. The mixture is then filtered to remove the catalyst, and the filtrate is evaporated to dryness under reduced pressure to give a sol... As a reaction SMILES: [CH3:1][O:2][C:3](=[O:30])[C@H:4]([CH2:22][C:23]1[CH:28]=[CH:27][C:26]([OH:29])=[CH:25][CH:24]=1)[NH:5][C:6](=[O:21])[C@H:7]([CH2:19][OH:20])[NH:8]C(OCC1C=CC=CC=1)=O.[ClH:31].[H][H]>CO>[ClH:31].[CH3:1][O:2][C:3](=[O:30])[C@H:4]([CH2:22][C:23]1[CH:28]=[CH:27][C:26]([OH:29])=[CH:25][CH:24]=1)[NH:5][C:6](=[O:21])[C@H:7]([CH2:19][OH:20])[NH2:8] |f:4.5|. Run in CO (methanol), CO (methanol). The product is Cl.COC([C@@H](NC([C@@H](N)CO)=O)CC1=CC=C(C=C1)O)=O (L-seryl-L-tyrosine methyl ester hydrochloride). The reactants are C(C)(C)[C@@H]1N(C(OC1)=O)C1=NC(=NC=C1)N[C@@H](C)C1CCNCC1 ((S)-4-Isopropyl-3-[2-((S)-1-piperidin-4-yl-ethylamino)-pyrimidin-4-yl]-oxazolidin-2-one), C1(CCC1)=O (cyclobutanone), C(C)(=O)O[BH-](OC(C)=O)OC(C)=O.[Na+] (sodium triacetoxyborohydride). Run in C1CCOC1 (THF). Reaction conditions: time 18 hour. The product is C(C)(C)[C@@H]1N(C(OC1)=O)C1=NC(=NC=C1)N[C@@H](C)C1CCN(CC1)C(C)C ((S)-4-Isopropyl-3-{2-[(S)-1-(1-isopropyl-piperidin-4-yl)-ethylamino]-pyrimidin-4-yl}-oxazolidin-2-one). Yield: 88.8%. As a reaction SMILES: [CH:1]([C@H:4]1[CH2:8][O:7][C:6](=[O:9])[N:5]1[C:10]1[CH:15]=[CH:14][N:13]=[C:12]([NH:16][C@H:17]([CH:19]2[CH2:24][CH2:23][NH:22][CH2:21][CH2:20]2)[CH3:18])[N:11]=1)([CH3:3])[CH3:2].[C:25]1(=O)[CH2:28]C[CH2:26]1.C(O[BH-](OC(=O)C)OC(=O)C)(=O)C.[Na+]>C1COCC1>[CH:1]([C@H:4]1[CH2:8][O:7][C:6](=[O:9])[N:5]1[C:10]1[CH:15]=[CH:14][N:13]=[C:12]([NH:16][C@H:17]([CH:19]2[CH2:24][CH2:23][N:22]([CH:25]([CH3:28])[CH3:26])[CH2:21][CH2:20]2)[CH3:18])[N:11]=1)([CH3:2])[CH3:3] |f:2.3|. Procedure: A solution of (S)-4-Isopropyl-3-[2-((S)-1-piperidin-4-yl-ethylamino)-pyrimidin-4-yl]-oxazolidin-2-one (20 mg, 0.060 mmol) in THF (2 mL) was added cyclobutanone (10 mg, 0.17 mmol) and sodium triacetoxyborohydride (20 mg, 0.09 mmol). The reaction was stirred at room temperature for 18 hours. The solvent is then removed under vacuum. The crude material was then purified using reverse phase C18 ODB column water-acetonitrile 0.1% TFA modifier to give (S)-4-Isopropyl-3-{2-[(S)-1-(1-isopropyl-piperidin... Run in N1=CC=CC=C1 (pyridine). Reaction conditions: temperature 0 celsius, time 2 hour. Reaction SMILES: [CH3:1][S:2][CH2:3][CH2:4][C@@H:5]([OH:8])[CH2:6][OH:7].[CH3:9][S:10](Cl)(=[O:12])=[O:11].C(OCC)(=O)C>N1C=CC=CC=1>[CH3:9][S:10]([O:7][CH2:6][C@H:5]([O:8][S:10]([CH3:9])(=[O:12])=[O:11])[CH2:4][CH2:3][S:2][CH3:1])(=[O:12])=[O:11]. Procedure: (R)-4-(Methylthio)-1,2-butanediol (0.47 g, 3.4 mmol) was dissolved in 5 ml of pyridine and cooled to 0° C. Methanesulfonyl chloride (0.66 ml, 8.5 mmol) was added and the mixture stirred for 2 hours while warming to room temperature, by which time tlc (ethyl acetate) indicated complete conversion of starting material (Rf 0.4) to title product (Rf 0.85). The reaction mixture was diluted with 10 ml H2O and extracted 2×15 ml of ethyl acetate. The organic layers were combined, dried (MgSO4) and strip... The product is CS(=O)(=O)OC[C@@H](CCSC)OS(=O)(=O)C ((R)-4-(Methylthio)-2-(methanesulfonyloxy)butyl Methanesulfonate). Starting materials: CS(=O)(=O)Cl (Methanesulfonyl chloride), CSCC[C@H](CO)O ((R)-4-(Methylthio)-1,2-butanediol), C(C)(=O)OCC (ethyl acetate).